This data is from the Open Reaction Database (ORD), a public repository of structured organic reaction records. The task is: describe an organic reaction: reactants, conditions, products, and yield Reactants: COC(=O)c1csc(-n2c(=O)n(CC(=O)OC(C)(C)C)c3ccccc32)n1, CCOC(C)=O, Cl. Product: COC(=O)c1csc(-n2c(=O)n(CC(=O)O)c3ccccc32)n1. RXN SMILES: [C:1]([CH3:2])([CH3:3])([CH3:4])[O:5][C:6]([CH2:7][n:8]1[c:9](=[O:26])[n:10](-[c:17]2[s:18][cH:19][c:20]([C:22](=[O:23])[O:24][CH3:25])[n:21]2)[c:11]2[c:12]1[cH:13][cH:14][cH:15][cH:16]2)=[O:27].[CH3:29][CH2:30][O:31][C:32]([CH3:33])=[O:34].[ClH:28]>>[O:5]=[C:6]([CH2:7][n:8]1[c:9](=[O:26])[n:10](-[c:17]2[s:18][cH:19][c:20]([C:22](=[O:23])[O:24][CH3:25])[n:21]2)[c:11]2[c:12]1[cH:13][cH:14][cH:15][cH:16]2)[OH:27].